This data is from the Open Reaction Database (ORD), a public repository of structured organic reaction records. The task is: describe an organic reaction: reactants, conditions, products, and yield Starting materials: FC(F)(F)c1cccc(OCCCBr)c1, CC(C)(C)OC(=O)N1CCC(c2ccc(O)cc2)C(O)C1. The product is CC(C)(C)OC(=O)N1CCC(c2ccc(OCCCOc3cccc(C(F)(F)F)c3)cc2)C(O)C1. As a reaction SMILES: [Br:22][CH2:23][CH2:24][CH2:25][O:26][c:27]1[cH:28][c:29]([C:33]([F:34])([F:35])[F:36])[cH:30][cH:31][cH:32]1.[OH:1][CH:2]1[CH2:3][N:4]([C:15](=[O:16])[O:17][C:18]([CH3:19])([CH3:20])[CH3:21])[CH2:5][CH2:6][CH:7]1[c:8]1[cH:9][cH:10][c:11]([OH:14])[cH:12][cH:13]1>>[OH:1][CH:2]1[CH2:3][N:4]([C:15](=[O:16])[O:17][C:18]([CH3:19])([CH3:20])[CH3:21])[CH2:5][CH2:6][CH:7]1[c:8]1[cH:9][cH:10][c:11]([O:14][CH2:23][CH2:24][CH2:25][O:26][c:27]2[cH:28][c:29]([C:33]([F:34])([F:35])[F:36])[cH:30][cH:31][cH:32]2)[cH:12][cH:13]1. Reactants: CC1=C(C=C(C(=C1)[N+](=O)[O-])OC)N1CCN(CCC1)CCS(=O)(=O)C (1-[2-Methyl-5-(methyloxy)-4-nitrophenyl]-4-[2-(methylsulfonyl)ethyl]hexahydro-1H-1,4-diazepine), Platinum(sulfided). The solvent is 1, CCOC(=O)C.CO (EtOAc MeOH). Run at time 2 hour. Yields the product CC=1C(=CC(=C(N)C1)OC)N1CCN(CCC1)CCS(=O)(=O)C (5-methyl-2-(methyloxy)-4-{4-[2-(methylsulfonyl)ethyl]hexahydro-1H-1,4-diazepin-1-yl}aniline). The yield is 90.0%. Reaction SMILES: [CH3:1][C:2]1[CH:7]=[C:6]([N+:8]([O-])=O)[C:5]([O:11][CH3:12])=[CH:4][C:3]=1[N:13]1[CH2:19][CH2:18][CH2:17][N:16]([CH2:20][CH2:21][S:22]([CH3:25])(=[O:24])=[O:23])[CH2:15][CH2:14]1>CCOC(C)=O.CO>[CH3:1][C:2]1[C:3]([N:13]2[CH2:19][CH2:18][CH2:17][N:16]([CH2:20][CH2:21][S:22]([CH3:25])(=[O:23])=[O:24])[CH2:15][CH2:14]2)=[CH:4][C:5]([O:11][CH3:12])=[C:6]([CH:7]=1)[NH2:8] |f:1.2|. Procedure details: 1-[2-Methyl-5-(methyloxy)-4-nitrophenyl]-4-[2-(methylsulfonyl)ethyl]hexahydro-1H-1,4-diazepine (0.70 g, 1.9 mmol) was placed in a 200 mL high pressure vessel and dissolved in 40 mL of 1 to 1 EtOAc/MeOH. 5 wt % Platinum(sulfided)/C (0.51 g, 0.132 mmol) was added followed quickly by a rubber septum. The vial was evacuated and filled with N2 six times to remove any oxygen. The vial was then pressurized with H2 (60 psi). The solution stirred for 2 h. The vessel was evacuated and filled with N2 six t... RXN SMILES: [C:2]([O:3][C:4](=[O:5])[N:9]1[CH2:10][CH:11]([F:21])[CH:12]([N:15]2[CH2:16][CH2:17][O:18][CH2:19][CH2:20]2)[CH2:13][CH2:14]1)([CH3:6])([CH3:7])[CH3:8].[CH3:22][CH2:23][O:24][CH2:25][CH3:26].[Cl:27][CH2:28][Cl:29].[ClH:1]>>[NH:9]1[CH2:10][CH:11]([F:21])[CH:12]([N:15]2[CH2:16][CH2:17][O:18][CH2:19][CH2:20]2)[CH2:13][CH2:14]1. Starting materials: CC(C)(C)OC(=O)N1CCC(N2CCOCC2)C(F)C1, CCOCC, ClCCl, Cl. The product is FC1CNCCC1N1CCOCC1. The reactants are [BH4-].[Na+] (NaBH4), isomer mixture 3/3a, O1CCCC1 (tetrahydrofuran), CO (methanol), C1(=CC=C(C=C1)S(=O)(=O)O)C (p-toluenesulfonic acid). Run in solvent. Reaction conditions: time 2 hour. Yields the product CCCCCC.C(C)(C)OC(C)C (hexane diisopropyl ether). The yield is 86.0%. RXN SMILES: [BH4-].[Na+].[O:3]1[CH2:7][CH2:6]CC1.[C:8]1([CH3:18])[CH:13]=[CH:12][C:11](S(O)(=O)=O)=[CH:10][CH:9]=1.[CH3:19]O>>[CH3:12][CH2:13][CH2:8][CH2:9][CH2:10][CH3:11].[CH:7]([O:3][CH:8]([CH3:13])[CH3:18])([CH3:6])[CH3:19] |f:0.1,5.6|. Procedure: 19.3 g (511 mmol) of NaBH4 were added to a solution of 78.5 g (341mmol) of the isomer mixture 3/3a in 700 ml of a solvent mixture of tetrahydrofuran/analytical grade methanol (2:1) at room temperature. After the mixture had been stirred at room temperature for 2 hours, 120-130 mL of half-concentrated HC1 were added, and the mixture was extracted with ether. The combined organic phases were dried with Na2SO4. The residue which remained after the solvent had been stripped off was taken up in 500 m...